Dataset: the Open Reaction Database (ORD), a public repository of structured organic reaction records. Task: describe an organic reaction: reactants, conditions, products, and yield Starting materials: N[C@@H](C(C)(C)S)C(=O)O (L-penicillamine), [OH-].[Na+] (NaOH), CI (methyl iodide), [OH-].[Na+] (NaOH), ClC(=O)OC (methyl chloroformate). Run in CO (methanol). Reaction conditions: temperature 0 celsius, time 16 hour. Yields the product COC(=O)N[C@H](C(=O)O)C(C)(SC)C ((2R)-2-[(methoxycarbonyl)amino]-3-methyl-3-(methylsulfanyl)butanoic acid). Isolated yield 57.7%. As a reaction SMILES: [NH2:1][C@H:2]([C:7]([OH:9])=[O:8])[C:3]([SH:6])([CH3:5])[CH3:4].[OH-].[Na+].[CH3:12]I.Cl[C:15]([O:17][CH3:18])=[O:16]>CO>[CH3:18][O:17][C:15]([NH:1][C@@H:2]([C:3]([CH3:5])([S:6][CH3:12])[CH3:4])[C:7]([OH:9])=[O:8])=[O:16] |f:1.2|. Procedure details: A solution of L-penicillamine (0.5 g, 3.35 mmol) in methanol (3.3 mL) at 0° C. was treated with aqueous NaOH solution (3.7 mL, 1 N) and methyl iodide (0.23 mL, 3.69 mmol), stirred at 0° C. for 16 hours, treated with additional aqueous NaOH solution (3.5 mL, 3 N) at 0° C., followed by methyl chloroformate (0.5 mL, 6.47 mmol), warmed to 25° C. and stirred for 3 hours, and partitioned between ethyl acetate and water. The organic phase was washed with brine and dried over MgSO4, filtered and concent... Starting materials: solution, C(C)(=O)C=1C=C(C(=NC1)OCCCC)C=1NC(C=2C(N1)=C(N(N2)C2CN(C2)CC)CC)=O (5-(5-acetyl-2-butoxy-3-pyridinyl)-3-ethyl-2-(1-ethyl-3-azetidinyl)-2,6-dihydro-7H-pyrazolo[4,3-d]pyrimidin-7-one), Cl (hydrochloric acid). Run in C(C)(=O)OCC (ethyl acetate), O1CCOCC1 (dioxan), C(C)(=O)OCC (ethyl acetate). Conditions: temperature 50 celsius. Product: Cl.C(C)(=O)C=1C=C(C(=NC1)OCCCC)C=1NC(C=2C(N1)=C(N(N2)C2CN(C2)CC)CC)=O (5-(5-Acetyl-2-butoxy-3-pyridinyl)-3-ethyl-2-(1-ethyl-3-azetidinyl)-2,6-dihydro-7H-pyrazolo[4,3-d]pyrimidin-7-one hydrochloride). RXN SMILES: [ClH:1].[C:2]([C:5]1[CH:6]=[C:7]([C:16]2[NH:17][C:18](=[O:33])[C:19]3[C:20](=[C:22]([CH2:31][CH3:32])[N:23]([CH:25]4[CH2:28][N:27]([CH2:29][CH3:30])[CH2:26]4)[N:24]=3)[N:21]=2)[C:8]([O:11][CH2:12][CH2:13][CH2:14][CH3:15])=[N:9][CH:10]=1)(=[O:4])[CH3:3]>O1CCOCC1.C(OCC)(=O)C>[ClH:1].[C:2]([C:5]1[CH:6]=[C:7]([C:16]2[NH:17][C:18](=[O:33])[C:19]3[C:20](=[C:22]([CH2:31][CH3:32])[N:23]([CH:25]4[CH2:28][N:27]([CH2:29][CH3:30])[CH2:26]4)[N:24]=3)[N:21]=2)[C:8]([O:11][CH2:12][CH2:13][CH2:14][CH3:15])=[N:9][CH:10]=1)(=[O:4])[CH3:3] |f:4.5|. Procedure details: A solution of 4M hydrochloric acid in dioxan (1 mL) was added to ethyl acetate (3 mL). An aliquot of this solution (0.3 mL), was then added to a solution of 5-(5-acetyl-2-butoxy-3-pyridinyl)-3-ethyl-2-(1-ethyl-3-azetidinyl)-2,6-dihydro-7H-pyrazolo[4,3-d]pyrimidin-7-one (132 mg, 0.3 mmol) in ethyl acetate (5 mL) giving a precipitate. This mixture was warmed to 50° C. for 10 minutes, then allowed to cool to 0° C. The resulting powder was filtered, washed with ethyl acetate and dried at 50° C. in v... Starting materials: [Li]CCCC (n-BuLi), CB(O)O.OC(C)(C)C(C)(C)O (Pinacol methyl boronate), C(Cl)Cl (CH2Cl2). Run in C1CCOC1 (THF), C1CCOC1 (THF). Conditions: temperature -100 celsius, time 45 minute. Product: ClC(C)B(O)O.OC(C)(C)C(C)(C)O (Pinacol (1-chloroethyl)boronate). Isolated yield 30.0%. RXN SMILES: [CH2:1]([Cl:3])Cl.[Li]CCCC.C[B:10]([OH:12])[OH:11].[OH:13][C:14]([C:17]([OH:20])([CH3:19])[CH3:18])([CH3:16])[CH3:15]>C1COCC1>[Cl:3][CH:1]([B:10]([OH:12])[OH:11])[CH3:14].[OH:13][C:14]([C:17]([OH:20])([CH3:19])[CH3:18])([CH3:16])[CH3:15] |f:2.3,5.6|. Procedure details: A 250 mL round bottom flask is charged with THF (60 mL) and CH2Cl2 (2.63 mL, 41.0 mmol). The solution was cooled to −100° C. with a liquid nitrogen/methanol/H2O bath. n-BuLi (1.6 N in hexanes, 25.7 mL) was added slowly over the course of 1 h. The resulting solution was stirred for an additional 45 min at −100° C. Pinacol methyl boronate, dissolved in THF (40 mL), was added and the solution was stirred overnight while warming to room temperature. The THF was removed by evaporation and hexanes (10... Starting materials: COC(=O)C=1SC=2C(COC3=C(C2N1)C=C(C=C3)Br)=O (9-Bromo-4-oxo-4,5-dihydro-6-oxa-3-thia-1-aza-benzo[e]azulene-2-carboxylic acid methyl ester), CC(C)(C#C)O (2-methyl-3-butyn-2-ol), C1=CC=C(C=C1)P(C2=CC=CC=C2)C3=CC=CC=C3 (PPh3). The reagents and catalysts are CC(=O)[O-].CC(=O)[O-].[Pd+2] (Pd(OAc)2), [Cu]I (CuI). The solvent is CCN(CC)CC (Et3N). Reaction conditions: temperature 80 celsius, time 8 hour. Product: COC(=O)C=1SC=2C(COC3=C(C2N1)C=C(C=C3)C#CC(C)(C)O)=O (9-(3-Hydroxy-3-methyl-but-1-ynyl)-4-oxo-4,5-dihydro-6-oxa-3-thia-1-aza-benzo[e]azulene-2-carboxylic acid methyl ester). Isolated yield 40.1%. RXN SMILES: [CH3:1][O:2][C:3]([C:5]1[S:6][C:7]2[C:8](=[O:20])[CH2:9][O:10][C:11]3[CH:18]=[CH:17][C:16](Br)=[CH:15][C:12]=3[C:13]=2[N:14]=1)=[O:4].[CH3:21][C:22]([OH:26])([C:24]#[CH:25])[CH3:23].C1C=CC(P(C2C=CC=CC=2)C2C=CC=CC=2)=CC=1>CCN(CC)CC.CC([O-])=O.CC([O-])=O.[Pd+2].[Cu]I>[CH3:1][O:2][C:3]([C:5]1[S:6][C:7]2[C:8](=[O:20])[CH2:9][O:10][C:11]3[CH:18]=[CH:17][C:16]([C:25]#[C:24][C:22]([OH:26])([CH3:23])[CH3:21])=[CH:15][C:12]=3[C:13]=2[N:14]=1)=[O:4] |f:4.5.6|. Reported procedure: A mixture of 9-Bromo-4-oxo-4,5-dihydro-6-oxa-3-thia-1-aza-benzo[e]azulene-2-carboxylic acid methyl ester (200 mg, 0.565 mmol), 2-methyl-3-butyn-2-ol (237 mg, 2.825 mmol), Pd(OAc)2 (13 mg, 0.0565 mmol), CuI (21 mg, 0.113 mmol) and PPh3 (45 mg, 0.17 mmol) in Et3N (10 mL) was degassed with N2, and the mixture was stirred at 80° C. overnight. The reaction was cooled to room temperature, concentrated and purified by flash column chromatography (silica gel, EtOAc in hexane from 0 to 30%) to give 9-(3-...